The task is: describe an organic reaction: reactants, conditions, products, and yield. This data is from the Open Reaction Database (ORD), a public repository of structured organic reaction records. Starting materials: O1C(CCCC1)N1N=C(C2=CC(=CC=C12)C1=NN(C=N1)C(C1=CC=CC=C1)(C1=CC=CC=C1)C1=CC=CC=C1)C=1C=C(C=CC1)C(=O)NCC=1C=NC=CC1 ((3-{1-perhydro-2H-pyran-2-yl-5-[1-(triphenylmethyl)(1,2,4-triazol-3-yl)](1H-indazol-3-yl)}phenyl)-N-(3-pyridylmethyl)carboxamide), Cl (hydrochloric acid), C([O-])(O)=O.[Na+] (sodium bicarbonate). Solvent: O1CCOCC1 (dioxane). Reaction conditions: temperature 50 celsius. The product is N1N=CN=C1C=1C=C2C(=NNC2=CC1)C=1C=C(C=CC1)C(=O)NCC=1C=NC=CC1 ([3-(5-(1H-1,2,4-triazol-5-yl)(1H-indazol-3-yl))phenyl]-N-(3-pyridylmethyl)carboxamide). Yield: 17.4%. RXN SMILES: O1CCCCC1[N:7]1[C:15]2[C:10](=[CH:11][C:12]([C:16]3[N:20]=[CH:19][N:18](C(C4C=CC=CC=4)(C4C=CC=CC=4)C4C=CC=CC=4)[N:17]=3)=[CH:13][CH:14]=2)[C:9]([C:40]2[CH:41]=[C:42]([C:46]([NH:48][CH2:49][C:50]3[CH:51]=[N:52][CH:53]=[CH:54][CH:55]=3)=[O:47])[CH:43]=[CH:44][CH:45]=2)=[N:8]1.Cl.C(=O)(O)[O-].[Na+]>O1CCOCC1>[NH:17]1[C:16]([C:12]2[CH:11]=[C:10]3[C:15](=[CH:14][CH:13]=2)[NH:7][N:8]=[C:9]3[C:40]2[CH:41]=[C:42]([C:46]([NH:48][CH2:49][C:50]3[CH:51]=[N:52][CH:53]=[CH:54][CH:55]=3)=[O:47])[CH:43]=[CH:44][CH:45]=2)=[N:20][CH:19]=[N:18]1 |f:2.3|. Procedure: To a stirred solution of (3-{1-perhydro-2H-pyran-2-yl-5-[1-(triphenylmethyl)(1,2,4-triazol-3-yl)](1H-indazol-3-yl)}phenyl)-N-(3-pyridylmethyl)carboxamide (0.242 g, 0.335 mmol) was added dioxane (4.0 mL) and aqueous 6 N hydrochloric acid (4.0 mL) and the mixture heated at 50° C. for 4 h. The mixture was cooled and poured into aqueous saturated sodium bicarbonate (50 mL). The aqueous layer was extracted with ethyl acetate. The combined organic extracts were washed with saturated sodium bicarbonate... Starting materials: C(C)C1=C(C(=CC(=C1)C(C(F)(F)F)(C(F)(F)F)F)C)N (2-ethyl-6-methyl-4-(1,2,2,2-tetrafluoro-1-trifluoromethyl-ethyl)-phenylamine), C([O-])([O-])=O.[K+].[K+] (potassium carbonate), S(=O)=NC=1C=C(C(=O)Cl)C=CC1 (3-sulfinylamino-benzoyl chloride). Run in [2H]C(Cl)(Cl)Cl (deuterochloroform), [2H]C(Cl)(Cl)Cl (deuterochloroform). Reaction conditions: temperature 25 celsius. Yields the product S(=O)=NC=1C=C(C(=O)NC2=C(C=C(C=C2C)C(C(F)(F)F)(C(F)(F)F)F)CC)C=CC1 (3-sulfinylamino-N-[2-ethyl-6-methyl-4-(1,2,2,2-tetrafluoro-1-trifluoromethyl-ethyl)-phenyl]-benzamide). RXN SMILES: [CH2:1]([C:3]1[CH:8]=[C:7]([C:9]([F:18])([C:14]([F:17])([F:16])[F:15])[C:10]([F:13])([F:12])[F:11])[CH:6]=[C:5]([CH3:19])[C:4]=1[NH2:20])[CH3:2].C(=O)([O-])[O-].[K+].[K+].[S:27](=[N:29][C:30]1[CH:31]=[C:32]([CH:36]=[CH:37][CH:38]=1)[C:33](Cl)=[O:34])=[O:28]>[2H]C(Cl)(Cl)Cl>[S:27](=[N:29][C:30]1[CH:31]=[C:32]([CH:36]=[CH:37][CH:38]=1)[C:33]([NH:20][C:4]1[C:5]([CH3:19])=[CH:6][C:7]([C:9]([F:18])([C:10]([F:11])([F:12])[F:13])[C:14]([F:15])([F:16])[F:17])=[CH:8][C:3]=1[CH2:1][CH3:2])=[O:34])=[O:28] |f:1.2.3|. Reported procedure: To a suspension of 2-ethyl-6-methyl-4-(1,2,2,2-tetrafluoro-1-trifluoromethyl-ethyl)-phenylamine (0.082 g, 0.27 mmol) (prepared according to EP 1,006,102) and finely ground potassium carbonate (0.112 g, 0.81 mmol) in deuterochloroform (1.0 ml) under stirring at 25° C., was added 3-sulfinylamino-benzoyl chloride (0.055 g, 0.27 mmol) (Example 1.1) dissolved in dry deuterochloroform (1.0 ml). The reaction mixture was stirred at 40° C. for 16 hours. A sample of the supernatant was submitted to 1H-NMR... The reactants are C1(CCCCC1)N=C=NC1CCCCC1 (1,3-dicyclohexylcarbodiimide), compound 32, C1(CCCCC1)N=C=NC1CCCCC1 (1,3-dicyclohexylcarbodiimide), ClC1=C(C(=O)O)C=C(C=C1)NC(=S)OC(C)C (2-chloro-5-[[(1-methylethoxy)thioxomethyl]amino]benzoic acid), C(C)(C)O (isopropyl alcohol). The reagents and catalysts are CN(C1=CC=NC=C1)C (4-dimethylaminopyridine). Run in C(Cl)Cl (methylene chloride). The product is ClC1=C(C(=O)OC(C)C)C=C(C=C1)NC(=S)OC(C)C (1-Methylethyl 2-chloro-5-[[(1-methylethoxy)thioxomethyl]amino]benzoate). As a reaction SMILES: [CH:1]1(N=C=NC2CCCCC2)[CH2:6]CCC[CH2:2]1.[Cl:16][C:17]1[CH:25]=[CH:24][C:23]([NH:26][C:27]([O:29][CH:30]([CH3:32])[CH3:31])=[S:28])=[CH:22][C:18]=1[C:19]([OH:21])=[O:20].C(O)(C)C>CN(C)C1C=CN=CC=1.C(Cl)Cl>[Cl:16][C:17]1[CH:25]=[CH:24][C:23]([NH:26][C:27]([O:29][CH:30]([CH3:32])[CH3:31])=[S:28])=[CH:22][C:18]=1[C:19]([O:21][CH:1]([CH3:6])[CH3:2])=[O:20]. Procedure: This is the preparation of compound 32 using 1,3-dicyclohexylcarbodiimide. A mixture of 2-chloro-5-[[(1-methylethoxy)thioxomethyl]amino]benzoic acid (2 g, 0.007 mol), isopropyl alcohol (1.3 g, 0.02 mol), 4-dimethylaminopyridine (0.85 g, 0.007 mol) in 25 ml methylene chloride was stirred in an ice bath and 1,3-dicyclohexylcarbodiimide (1.7 g 0.008 mol) added. The mixture was allowed to come to ambient temperature and stirred overnight. The precipitated solid was filtered off and the filtrate wash... The reactants are NC1=CC=C2CC(CNC2=C1)CN(C)C (7-amino-3-(N,N-dimethylamino)methyl-1,2,3,4-tetrahydroquinoline), C(C)(=O)OC(C)=O (acetic anhydride). Run in N1=CC=CC=C1 (pyridine), C1CCOC1 (THF). Reaction conditions: time 30 minute. Yields the product C(C)(=O)NC1=CC=C2CC(CNC2=C1)CN(C)C (7-Acetylamino-3-(N,N-dimethylamino)methyl-1,2,3,4-tetrahydroquinoline). The yield is 76.1%. RXN SMILES: [NH2:1][C:2]1[CH:11]=[C:10]2[C:5]([CH2:6][CH:7]([CH2:12][N:13]([CH3:15])[CH3:14])[CH2:8][NH:9]2)=[CH:4][CH:3]=1.[C:16](OC(=O)C)(=[O:18])[CH3:17]>N1C=CC=CC=1.C1COCC1>[C:16]([NH:1][C:2]1[CH:11]=[C:10]2[C:5]([CH2:6][CH:7]([CH2:12][N:13]([CH3:15])[CH3:14])[CH2:8][NH:9]2)=[CH:4][CH:3]=1)(=[O:18])[CH3:17]. Reported procedure: To a solution of 7-amino-3-(N,N-dimethylamino)methyl-1,2,3,4-tetrahydroquinoline (300 mg) in pyridine (3 ml) was added a solution of acetic anhydride (150 mg) in THF (1 ml) and stirring was continued for 30 minutes. The reaction mixture was purified by alumina column chromatography (eluent; ethyl acetate to ethyl acetate/methanol=20:1) and the resulting crystals were washed with IPE to obtain the entitled compound (275 mg). Reactants: C(C)(C)(C)OC(=O)N1C2CN(C(CC1COC2)=O)C=2C=NC(=CC2)N (3-(6-Amino-pyridin-3-yl)-4-oxo-8-oxa-3,10-diaza-bicyclo[4.3.1]decane-10-carboxylic acid tert-butyl ester), CN(C(=O)C1=CC2=C(N=C(N=C2)Cl)N1C1CCCC1)C (2-Chloro-7-cyclopentyl-7H-pyrrolo[2,3-d]pyrimidine-6-carboxylic acid dimethylamide). The product is C(C)(C)(C)OC(=O)N1C2CN(C(CC1COC2)=O)C=2C=NC(=CC2)NC=2N=CC1=C(N2)N(C(=C1)C(N(C)C)=O)C1CCCC1 (3-[6-(7-Cyclopentyl-6-dimethylcarbamoyl-7H-pyrrolo[2,3-d]pyrimidin-2-ylamino)-pyridin-3-yl]-4-oxo-8-oxa-3,10-diaza-bicyclo[4.3.1]decane-10-carboxylic acid tert-butyl ester). Yield: 75.2%. Reaction SMILES: [C:1]([O:5][C:6]([N:8]1[CH:14]2[CH2:15][O:16][CH2:17][CH:9]1[CH2:10][N:11]([C:19]1[CH:20]=[N:21][C:22]([NH2:25])=[CH:23][CH:24]=1)[C:12](=[O:18])[CH2:13]2)=[O:7])([CH3:4])([CH3:3])[CH3:2].[CH3:26][N:27]([CH3:45])[C:28]([C:30]1[N:39]([CH:40]2[CH2:44][CH2:43][CH2:42][CH2:41]2)[C:33]2[N:34]=[C:35](Cl)[N:36]=[CH:37][C:32]=2[CH:31]=1)=[O:29]>>[C:1]([O:5][C:6]([N:8]1[CH:14]2[CH2:15][O:16][CH2:17][CH:9]1[CH2:10][N:11]([C:19]1[CH:20]=[N:21][C:22]([NH:25][C:35]3[N:36]=[CH:37][C:32]4[CH:31]=[C:30]([C:28](=[O:29])[N:27]([CH3:26])[CH3:45])[N:39]([CH:40]5[CH2:44][CH2:43][CH2:42][CH2:41]5)[C:33]=4[N:34]=3)=[CH:23][CH:24]=1)[C:12](=[O:18])[CH2:13]2)=[O:7])([CH3:4])([CH3:2])[CH3:3]. Reported procedure: Following general N—C coupling procedure 1, 3-(6-Amino-pyridin-3-yl)-4-oxo-8-oxa-3,10-diaza-bicyclo[4.3.1]decane-10-carboxylic acid tert-butyl ester (350 mg, 1.047 mmol) was combined with 2-Chloro-7-cyclopentyl-7H-pyrrolo[2,3-d]pyrimidine-6-carboxylic acid dimethylamide (337 mg, 1.151 mmol) which gave 3-[6-(7-Cyclopentyl-6-dimethylcarbamoyl-7H-pyrrolo[2,3-d]pyrimidin-2-ylamino)-pyridin-3-yl]-4-oxo-8-oxa-3,10-diaza-bicyclo[4.3.1]decane-10-carboxylic acid tert-butyl ester (476 mg, 0.787 mmol) in 7... Starting materials: ClC=1C=C(C(=NC1)C(=O)C1=C(C=CC=C1OC)NC(C(C)(C)C)=O)NS(=O)(=O)C1=CC(=C(C=C1)Cl)C(F)(F)F (N-{2-[5-chloro-3-(4-chloro-3-trifluoromethyl-benzenesulfonylamino)-pyridine-2-carbonyl]-3-methoxy-phenyl}-2,2-dimethyl-propionamide), C(=O)(O)[O-].[Na+] (NaHCO3). Solvent: CC(=O)O (AcOH), Cl (HCl). Product: NC1=C(C(=O)C2=NC=C(C=C2NS(=O)(=O)C2=CC(=C(C=C2)Cl)C(F)(F)F)Cl)C(=CC=C1)OC (N-[2-(2-amino-6-methoxy-benzoyl)-5-chloro-pyridin-3-yl]-4-chloro-3-trifluoromethyl-benzenesulfonamide). Reaction SMILES: [Cl:1][C:2]1[CH:3]=[C:4]([NH:25][S:26]([C:29]2[CH:34]=[CH:33][C:32]([Cl:35])=[C:31]([C:36]([F:39])([F:38])[F:37])[CH:30]=2)(=[O:28])=[O:27])[C:5]([C:8]([C:10]2[C:15]([O:16][CH3:17])=[CH:14][CH:13]=[CH:12][C:11]=2[NH:18]C(=O)C(C)(C)C)=[O:9])=[N:6][CH:7]=1.C([O-])(O)=O.[Na+]>CC(O)=O.Cl>[NH2:18][C:11]1[CH:12]=[CH:13][CH:14]=[C:15]([O:16][CH3:17])[C:10]=1[C:8]([C:5]1[C:4]([NH:25][S:26]([C:29]2[CH:34]=[CH:33][C:32]([Cl:35])=[C:31]([C:36]([F:39])([F:38])[F:37])[CH:30]=2)(=[O:28])=[O:27])=[CH:3][C:2]([Cl:1])=[CH:7][N:6]=1)=[O:9] |f:1.2|. Procedure details: A solution of N-{2-[5-chloro-3-(4-chloro-3-trifluoromethyl-benzenesulfonylamino)-pyridine-2-carbonyl]-3-methoxy-phenyl}-2,2-dimethyl-propionamide (105 mg, 0.17 mmol) in AcOH (6 mL) and 2 M aqueous HCl (1 mL) was heated at 60° C. for 4 days. The reaction mixture was neutralized with aqueous NaHCO3, extracted with EtOAc. The combined organic extracts were washed with saturated aqueous NaHCO3 and brine, dried (Na2SO4), and filtered. The filtrate was concentrated under reduced pressure and the resid... Product: O=C(O)Cc1csc(NC(=O)C(Oc2ccc(F)cc2)c2ccc(S(=O)(=O)C3CC3)cc2)n1. Reactants: CCOC(=O)Cc1csc(NC(=O)C(Oc2ccc(F)cc2)c2ccc(S(=O)(=O)C3CC3)cc2)n1, C1CCOC1, ClCCl, Cl, [Li+], [OH-], O. Reaction SMILES: [CH2:1]([CH3:2])[O:3][C:4]([CH2:5][c:6]1[n:7][c:8]([NH:11][C:12]([CH:13]([O:14][c:15]2[cH:16][cH:17][c:18]([F:21])[cH:19][cH:20]2)[c:22]2[cH:23][cH:24][c:25]([S:28](=[O:29])(=[O:30])[CH:31]3[CH2:32][CH2:33]3)[cH:26][cH:27]2)=[O:34])[s:9][cH:10]1)=[O:35].[CH2:40]1[O:41][CH2:42][CH2:43][CH2:44]1.[Cl:45][CH2:46][Cl:47].[ClH:39].[Li+:37].[OH-:36].[OH2:38]>>[O:3]=[C:4]([CH2:5][c:6]1[n:7][c:8]([NH:11][C:12]([CH:13]([O:14][c:15]2[cH:16][cH:17][c:18]([F:21])[cH:19][cH:20]2)[c:22]2[cH:23][cH:24][c:25]([S:28](=[O:29])(=[O:30])[CH:31]3[CH2:32][CH2:33]3)[cH:26][cH:27]2)=[O:34])[s:9][cH:10]1)[OH:35]. Starting materials: ClC(Cl)=[Ti](C1C=CC=C1)C1C=CC=C1 (dichloromethylenebis(cyclopentadienyl)titanium), CCCCCC (Hexane), C1(=CC=CC=C1)C (toluene), C[Al]1OCCCC1 (methylalumoxane). Solvent: C1=CC=CC=C1 (benzene). Conditions: temperature -20 celsius, time 1 hour. The product is C=[Ti](C1C=CC=C1)C1C=CC=C1.C[Al]1OCCCC1 (Methylenebis(cyclopentadienyl)-titanium methylalumoxane). Isolated yield 82.0%. RXN SMILES: Cl[C:2](=[Ti:4]([CH:10]1[CH:14]=[CH:13][CH:12]=[CH:11]1)[CH:5]1[CH:9]=[CH:8][CH:7]=[CH:6]1)Cl.C1(C)C=CC=CC=1.[CH3:22][Al:23]1[CH2:28][CH2:27][CH2:26][CH2:25][O:24]1.CCCCCC>C1C=CC=CC=1>[CH2:2]=[Ti:4]([CH:5]1[CH:6]=[CH:7][CH:8]=[CH:9]1)[CH:10]1[CH:14]=[CH:13][CH:12]=[CH:11]1.[CH3:22][Al:23]1[CH2:28][CH2:27][CH2:26][CH2:25][O:24]1 |f:5.6|. Reported procedure: In a nitrogen-purged Schlenk reaction vessel, 97.4 mg (0.37 mmol) of dichloromethylenebis(cyclopentadienyl)titanium was weighted out. Thereto 20 ml of dried toluene was added, and the mixture was cooled to -20° C. A solution of 1.4 mmol of methylalumoxane (tetramer) in benzene was added thereto dropwise with stirring over one hour. The reaction solution was gradually brought to room temperature, and then stirred continuously for 2 days. The reaction solution changed gradually its color from viol... Reactants: O=C(OCc1ccccc1)C1NC(Cc2ccccc2)(C(NC(c2ccccc2)(c2ccccc2)c2ccccc2)C(=O)O)SC12CCNCC2, CC(C)N=C=NC(C)C, ClC(Cl)Cl, ClCCl, C[N+](=O)[O-]. Yields the product CC(C)NC(=O)NC(C)C. RXN SMILES: [CH2:1]([C:2]1([CH:3]([NH:4][C:5]([c:6]2[cH:7][cH:8][cH:9][cH:10][cH:11]2)([c:12]2[cH:13][cH:15][cH:16][cH:17][cH:18]2)[c:19]2[cH:20][cH:21][cH:22][cH:23][cH:24]2)[C:25]([OH:26])=[O:27])[NH:28][CH:29]([C:30](=[O:14])[O:31][CH2:32][c:33]2[cH:34][cH:35][cH:36][cH:37][cH:38]2)[C:39]2([CH2:40][CH2:41][NH:42][CH2:43][CH2:44]2)[S:45]1)[c:46]1[cH:47][cH:48][cH:49][cH:50][cH:51]1.[CH:52]([CH3:53])([CH3:54])[N:55]=[C:56]=[N:57][CH:58]([CH3:59])[CH3:60].[CH:68]([Cl:69])([Cl:70])[Cl:71].[Cl:61][CH2:62][Cl:63].[N+:64]([CH3:65])([O-:66])=[O:67]>>[O:14]=[C:56]([NH:55][CH:52]([CH3:53])[CH3:54])[NH:57][CH:58]([CH3:59])[CH3:60]. The reactants are [Na+], O=[N+]([O-])[O-], O, O=S(=O)(O)O, CC1(C)NC(=O)N(c2ccccc2)C1=O. Product: CC1(C)NC(=O)N(c2ccc([N+](=O)[O-])cc2)C1=O. As a reaction SMILES: [Na+:16].[O-:17][N+:18]([O-:19])=[O:20].[OH2:21].[S:22](=[O:23])(=[O:24])([OH:25])[OH:26].[c:1]1([N:7]2[C:8](=[O:15])[NH:9][C:10]([CH3:13])([CH3:14])[C:11]2=[O:12])[cH:2][cH:3][cH:4][cH:5][cH:6]1>>[c:1]1([N:7]2[C:8](=[O:15])[NH:9][C:10]([CH3:13])([CH3:14])[C:11]2=[O:12])[cH:2][cH:3][c:4]([N+:18](=[O:17])[O-:19])[cH:5][cH:6]1.